Dataset: the Open Reaction Database (ORD), a public repository of structured organic reaction records. Task: describe an organic reaction: reactants, conditions, products, and yield The reactants are C(=O)(O)[O-].[Na+] (NaHCO3), C(C)(C)(C)OC(NC1(CCC1)C1=CC=C(C=C1)C=1N=C2N(C=CC(=C2)C#N)C1C1=CC=CC=C1)=O ({1-[4-(7-cyano-3-phenyl-imidazo[1,2-a]pyridin-2-yl)-phenyl]-cyclobutyl}-carbamic acid tert-butyl ester), [N-]=[N+]=[N-].[Na+] (sodium azide), [NH4+].[Cl-] (NH4Cl). Run in CN(C)C=O (DMF). Reaction conditions: temperature 150 celsius. The product is C(C)(C)(C)OC(NC1(CCC1)C1=CC=C(C=C1)C=1N=C2N(C=CC(=C2)C=2N=NNN2)C1C1=CC=CC=C1)=O ((1-{4-[3-Phenyl-7-(2H-tetrazol-5-yl)-imidazo[1,2-a]pyridin-2-yl]-phenyl}-cyclobutyl)-carbamic acid tert-butyl ester). Isolated yield 55.0%. As a reaction SMILES: [C:1]([O:5][C:6](=[O:35])[NH:7][C:8]1([C:12]2[CH:17]=[CH:16][C:15]([C:18]3[N:19]=[C:20]4[CH:25]=[C:24]([C:26]#[N:27])[CH:23]=[CH:22][N:21]4[C:28]=3[C:29]3[CH:34]=[CH:33][CH:32]=[CH:31][CH:30]=3)=[CH:14][CH:13]=2)[CH2:11][CH2:10][CH2:9]1)([CH3:4])([CH3:3])[CH3:2].[N-:36]=[N+:37]=[N-:38].[Na+].[NH4+].[Cl-].C([O-])(O)=O.[Na+]>CN(C=O)C>[C:1]([O:5][C:6](=[O:35])[NH:7][C:8]1([C:12]2[CH:13]=[CH:14][C:15]([C:18]3[N:19]=[C:20]4[CH:25]=[C:24]([C:26]5[N:36]=[N:37][NH:38][N:27]=5)[CH:23]=[CH:22][N:21]4[C:28]=3[C:29]3[CH:34]=[CH:33][CH:32]=[CH:31][CH:30]=3)=[CH:16][CH:17]=2)[CH2:11][CH2:10][CH2:9]1)([CH3:4])([CH3:2])[CH3:3] |f:1.2,3.4,5.6|. Procedure: A mixture of {1-[4-(7-cyano-3-phenyl-imidazo[1,2-a]pyridin-2-yl)-phenyl]-cyclobutyl}-carbamic acid tert-butyl ester (200 mg, 0.43 mmol), sodium azide (336 mg, 5.16 mmol, 12 equiv), NH4Cl (276 mg, 5.16 mmol, 12 equiv) and DMF (4.3 mL) was heated under an argon atmosphere for 3.5 h at 150° C. in a microwave apparatus. The reaction mixture was added to a saturated aqueous NaHCO3 solution (10 mL). The resulting mixture was extracted with a 4:1 CH2Cl2/isopropanol mixture (25 mL). The combined organic... The reactants are ClC1=NC(=C2NC=NC2=N1)Cl (2,6-Dichloropurine), C1(CCCCC1)N (cyclohexylamine). Solvent: C(C)#N (acetonitrile). Reaction conditions: temperature 50 celsius. Product: ClC1=NC(=C2N=CNC2=N1)NC1CCCCC1 ((2-Chloro-9H-purin-6-yl)-cyclohexyl-amine). Reaction SMILES: [Cl:1][C:2]1[N:10]=[C:9]2[C:5]([NH:6][CH:7]=[N:8]2)=[C:4](Cl)[N:3]=1.[CH:12]1([NH2:18])[CH2:17][CH2:16][CH2:15][CH2:14][CH2:13]1>C(#N)C>[Cl:1][C:2]1[N:10]=[C:9]2[C:5]([N:6]=[CH:7][NH:8]2)=[C:4]([NH:18][CH:12]2[CH2:17][CH2:16][CH2:15][CH2:14][CH2:13]2)[N:3]=1. Reported procedure: 2,6-Dichloropurine (2.5 g, 13.23 mmol) and cyclohexylamine (1.51 mL, 13.2 mmol) were dissolved in acetonitrile (25 mL) and heated to 50° C. for 5 days. The white precipitate was collected by filtration and used without further purification. Reactants: ClC1=CN=C(S1)NC(N(C1CCNCC1)[C@@H]1CC[C@H](CC1)C)=O (3-(5-chloro-thiazol-2-yl)-1-(trans-4-methyl-cyclohexyl)-1-piperidin-4-yl-urea), C(CCCC(=O)O)(=O)O (glutaric acid). Product: ClC1=CN=C(S1)NC(N(C1CCCCC1)C1CCN(CC1)C(CCCC(=O)O)=O)=O (5-{4-[3-(5-Chloro-thiazol-2-yl)-1-cyclohexyl-ureido]-piperidin-1-yl}-5-oxo-pentanoic acid). As a reaction SMILES: [Cl:1][C:2]1[S:6][C:5]([NH:7][C:8](=[O:23])[N:9]([C@H:16]2[CH2:21][CH2:20][C@H:19](C)[CH2:18][CH2:17]2)[CH:10]2[CH2:15][CH2:14][NH:13][CH2:12][CH2:11]2)=[N:4][CH:3]=1.[C:24](O)(=[O:31])[CH2:25][CH2:26][CH2:27][C:28]([OH:30])=[O:29]>>[Cl:1][C:2]1[S:6][C:5]([NH:7][C:8](=[O:23])[N:9]([CH:10]2[CH2:15][CH2:14][N:13]([C:24](=[O:31])[CH2:25][CH2:26][CH2:27][C:28]([OH:30])=[O:29])[CH2:12][CH2:11]2)[CH:16]2[CH2:17][CH2:18][CH2:19][CH2:20][CH2:21]2)=[N:4][CH:3]=1. Procedure details: Prepared as described in general procedure (G) using 3-(5-chloro-thiazol-2-yl)-1-(trans-4-methyl-cyclohexyl)-1-piperidin-4-yl-urea and glutaric acid